This data is from the Open Reaction Database (ORD), a public repository of structured organic reaction records. The task is: describe an organic reaction: reactants, conditions, products, and yield The reactants are C1CCOC1, C[O-], CO, [H-], [Na+], [Na+], O=C(CCl)CC(=O)OCCC(c1ccccc1)c1ccccc1. Product: COCC(=O)CC(=O)OCCC(c1ccccc1)c1ccccc1. Reaction SMILES: [CH2:29]1[O:30][CH2:31][CH2:32][CH2:33]1.[CH3:26][O-:27].[CH3:34][OH:35].[H-:24].[Na+:25].[Na+:28].[c:1]1([CH:7]([CH2:8][CH2:9][O:10][C:11]([CH2:12][C:13](=[O:14])[CH2:15][Cl:16])=[O:17])[c:18]2[cH:19][cH:20][cH:21][cH:22][cH:23]2)[cH:2][cH:3][cH:4][cH:5][cH:6]1>>[c:1]1([CH:7]([CH2:8][CH2:9][O:10][C:11]([CH2:12][C:13](=[O:14])[CH2:15][O:27][CH3:26])=[O:17])[c:18]2[cH:19][cH:20][cH:21][cH:22][cH:23]2)[cH:2][cH:3][cH:4][cH:5][cH:6]1. The reactants are [Na] (sodium), ClCC(=O)N (2-chloroacetamide), 9-Hfluoren-9-carboxylic acid, Cl.CO (HCl MeOH), COC(=O)C1(C2=CC(=CC=C2C=2C=CC(=CC12)F)F)O (2,7-Difluoro-9-hydroxy-9H-fluorene-9-carboxylic acid methyl ester), [OH-].[Na+] (sodium hydroxide). Solvent: CO (methanol). Reaction conditions: time 15 minute. Product: COC(=O)C1C2=CC=CC=C2C=2C=CC=CC12 (9H-fluoren-9-carboxylic acid methyl ester). RXN SMILES: Cl.CO.[Na].ClCC(N)=O.[CH3:10][O:11][C:12]([C:14]1(O)[C:26]2[CH:25]=[C:24](F)[CH:23]=[CH:22][C:21]=2[C:20]2[C:15]1=[CH:16][C:17](F)=[CH:18][CH:19]=2)=[O:13].[OH-].[Na+]>CO>[CH3:10][O:11][C:12]([CH:14]1[C:15]2[CH:16]=[CH:17][CH:18]=[CH:19][C:20]=2[C:21]2[C:26]1=[CH:25][CH:24]=[CH:23][CH:22]=2)=[O:13] |f:0.1,5.6,^1:3|. Procedure: 9H-fluoren-9-carboxylic acid methyl ester (19), which was prepared by refluxing 9-Hfluoren-9-carboxylic acid (Aldrich Chemical, Inc.) in HCl/MeOH, (10.0 g, 44.6 mmol) was added to a solution of sodium (1.2 eq, 53.5 mmol, 1.23 g) in 100 mL methanol. After 15 min., 2-chloroacetamide (1.1 eq, 4.59 g) was added and the mixture was allowed to stir at room temperature under nitrogen for two (2) days. The reaction mixture was poured into 400 mL of cold 2.5% w/v aqueous sodium hydroxide and the insolubl... The reactants are Oc1cccc(-c2cnc3[nH]cc(C4=CCCCC4)c3c2)c1, CO. Product: Oc1cccc(-c2cnc3[nH]cc(C4CCCCC4)c3c2)c1. RXN SMILES: [C:1]1([c:7]2[cH:8][nH:9][c:10]3[n:11][cH:12][c:13](-[c:16]4[cH:17][c:18]([OH:22])[cH:19][cH:20][cH:21]4)[cH:14][c:15]23)=[CH:2][CH2:3][CH2:4][CH2:5][CH2:6]1.[CH3:23][OH:24]>>[CH:1]1([c:7]2[cH:8][nH:9][c:10]3[n:11][cH:12][c:13](-[c:16]4[cH:17][c:18]([OH:22])[cH:19][cH:20][cH:21]4)[cH:14][c:15]23)[CH2:2][CH2:3][CH2:4][CH2:5][CH2:6]1.